Dataset: the Open Reaction Database (ORD), a public repository of structured organic reaction records. Task: describe an organic reaction: reactants, conditions, products, and yield The reactants are C(#N)C(C(=O)OC)=C(SC)NC(C(C)(C)C)=O (Methyl 2-cyano-3-[(2,2-dimethylpropanoyl)amino]-3-(methylsulfanyl)prop-2-enoate), COCCCN (3-methoxypropan-1-amine), CO (Methanol). Conditions: temperature 80 celsius, time 1 hour. Product: C(C)(C)(C)C=1NC(C(=C(N1)NCCCOC)C(=O)O)=O (2-tert-butyl-4-[(3-methoxypropyl)amino]-6-oxo-1,6-dihydropyrimidine-5-carboxylic acid). RXN SMILES: [C:1]([C:3](=[C:8]([NH:11][C:12](=O)[C:13]([CH3:16])([CH3:15])[CH3:14])SC)[C:4]([O:6]C)=[O:5])#[N:2].C[OH:19].[CH3:20][O:21][CH2:22][CH2:23][CH2:24][NH2:25]>>[C:13]([C:12]1[NH:2][C:1](=[O:19])[C:3]([C:4]([OH:6])=[O:5])=[C:8]([NH:25][CH2:24][CH2:23][CH2:22][O:21][CH3:20])[N:11]=1)([CH3:16])([CH3:15])[CH3:14]. Procedure details: Methyl 2-cyano-3-[(2,2-dimethylpropanoyl)amino]-3-(methylsulfanyl)prop-2-enoate (2.0 g) was dissolved in 3-methoxypropan-1-amine (1.4 g), and the mixture was stirred at 80° C. for 1 hr. Methanol (10 ml) was added to the reaction mixture, and the mixture was refluxed overnight. The solvent was concentrated under reduced pressure, and the residue was subjected to silica gel column chromatography. The fraction eluted with ethyl acetate-hexane (0:10→6:4) was concentrated under reduced pressure, and ... Reactants: ClC=1C=C(C(=O)NC(C)C)C=CN1 (2-chloro-N-isopropyl-isonicotinamide), C[O-].[Na+] (NaOMe), ClC=1C=C(C(=O)NC(C)C)C=CN1 (2-chloro-N-isopropyl-isonicotinamide). The solvent is CO (methanol). Reaction conditions: temperature 80 celsius. Yields the product C(C)(C)NC(C1=CC(=NC=C1)OC)=O (N-isopropyl-2-methoxy-isonicotinamide). Isolated yield 83.4%. Reaction SMILES: Cl[C:2]1[CH:3]=[C:4]([CH:11]=[CH:12][N:13]=1)[C:5]([NH:7][CH:8]([CH3:10])[CH3:9])=[O:6].[CH3:14][O-:15].[Na+]>CO>[CH:8]([NH:7][C:5](=[O:6])[C:4]1[CH:11]=[CH:12][N:13]=[C:2]([O:15][CH3:14])[CH:3]=1)([CH3:10])[CH3:9] |f:1.2|. Reported procedure: To a stirred solution of 19.44 g 2-chloro-N-isopropyl-isonicotinamide (97.86 mmol) as obtainable from example 12, in 165 mL methanol were added 27.82 g NaOMe (489.3 mmol, 5.0 eq) in four equal portions over 60 min. The solution was then heated to 80° C. and the reaction was monitored by HPLC. After 23 h (<2% area starting material 2-chloro-N-isopropyl-isonicotinamide), the mixture was cooled to room temperature and quenched by addition of 200 mL saturated aqueous NH4Cl. The product was extracted... Reactants: CC(Cl)c1ccncc1Cl, CC(C)CC(CO)Nc1nc(S)nc2nc(N)sc12. The product is CC(C)CC(CO)Nc1nc(SC(C)c2ccncc2Cl)nc2nc(N)sc12. RXN SMILES: [Cl:20][c:21]1[cH:22][n:23][cH:24][cH:25][c:26]1[CH:27]([CH3:28])[Cl:29].[NH2:1][c:2]1[s:3][c:4]2[c:5]([n:6][c:7]([SH:18])[n:8][c:9]2[NH:10][CH:11]([CH2:12][OH:13])[CH2:14][CH:15]([CH3:16])[CH3:17])[n:19]1>>[NH2:1][c:2]1[s:3][c:4]2[c:5]([n:6][c:7]([S:18][CH:27]([c:26]3[c:21]([Cl:20])[cH:22][n:23][cH:24][cH:25]3)[CH3:28])[n:8][c:9]2[NH:10][CH:11]([CH2:12][OH:13])[CH2:14][CH:15]([CH3:16])[CH3:17])[n:19]1. Reactants: COC(=O)C(C)C(=O)Nc1ccc(OCc2cccc(F)c2)cc1, [NH4+], [OH-]. Yields the product CC(C(N)=O)C(=O)Nc1ccc(OCc2cccc(F)c2)cc1. Reaction SMILES: [CH3:1][O:2][C:3]([CH:4]([C:5](=[O:6])[NH:7][c:8]1[cH:9][cH:10][c:11]([O:14][CH2:15][c:16]2[cH:17][c:18]([F:22])[cH:19][cH:20][cH:21]2)[cH:12][cH:13]1)[CH3:23])=[O:24].[NH4+:25].[OH-:26]>>[O:2]=[C:3]([CH:4]([C:5](=[O:6])[NH:7][c:8]1[cH:9][cH:10][c:11]([O:14][CH2:15][c:16]2[cH:17][c:18]([F:22])[cH:19][cH:20][cH:21]2)[cH:12][cH:13]1)[CH3:23])[NH2:25]. Reactants: solution, Cl (hydrogen chloride), COC=1C=C2CC(C(C2=CC1OC)=O)CN1CCC2(C(NCN2C2=CC=CC=C2)=O)CC1 (8-[(2,3-Dihydro-5,6-dimethoxy-1-oxo-1H-inden-2-yl)methyl]-1-phenyl-1,3,8-triazaspiro[4.5]decan-4-one). Solvent: O1CCOCC1 (dioxane), O1CCOCC1 (dioxane), CCOCC (ether). Product: Cl.COC=1C=C2CC(C(C2=CC1OC)=O)CN1CCC2(C(NCN2C2=CC=CC=C2)=O)CC1 (8-[(2,3-Dihydro-5,6-dimethoxy-1-oxo-1H-inden-2-yl)methyl]-1-phenyl-1,3,8-triazaspiro[4.5]-decan-4-one, hydrochloride). RXN SMILES: [CH3:1][O:2][C:3]1[CH:4]=[C:5]2[C:9](=[CH:10][C:11]=1[O:12][CH3:13])[C:8](=[O:14])[CH:7]([CH2:15][N:16]1[CH2:32][CH2:31][C:19]3([N:23]([C:24]4[CH:29]=[CH:28][CH:27]=[CH:26][CH:25]=4)[CH2:22][NH:21][C:20]3=[O:30])[CH2:18][CH2:17]1)[CH2:6]2.[ClH:33]>O1CCOCC1.CCOCC>[ClH:33].[CH3:1][O:2][C:3]1[CH:4]=[C:5]2[C:9](=[CH:10][C:11]=1[O:12][CH3:13])[C:8](=[O:14])[CH:7]([CH2:15][N:16]1[CH2:17][CH2:18][C:19]3([N:23]([C:24]4[CH:29]=[CH:28][CH:27]=[CH:26][CH:25]=4)[CH2:22][NH:21][C:20]3=[O:30])[CH2:31][CH2:32]1)[CH2:6]2 |f:4.5|. Reported procedure: 8-[(2,3-Dihydro-5,6-dimethoxy-1-oxo-1H-inden-2-yl)methyl]-1-phenyl-1,3,8-triazaspiro[4.5]decan-4-one (2.75 g) is taken up in 400 ml of boiling dioxane and filtered while hot. The filtrate is concentrated to half its original volume, cooled and treated with 1.2 equivalents of a solution of hydrogen chloride in dioxane. The resulting solution is then diluted with 200 ml of ether and chilled. The crude hydrochloride salt thus obtained is triturated with boiling absolute ethanol (50 ml), cooled and ... Reactants: C(C)(C)(C)OC(=O)N1CCC(CC1)CC(=O)O ((1-tert-butoxycarbonylpiperidin -4-yl)acetic acid), Cl.ClC=1C=C2C=CC(=CC2=CC1)S(=O)(=O)N1CCNCC1 (1-[(6-chloronaphthalen-2-yl)sulfonyl]piperazine hydrochloride). Yields the product C(C)(C)(C)OC(=O)N1CCC(CC1)CC(=O)N1CCN(CC1)S(=O)(=O)C1=CC2=CC=C(C=C2C=C1)Cl (1-[(1-tert-Butoxycarbonylpiperidin-4-yl)acetyl]-4-[(6-chloronaphthalen-2-yl)sulfonyl]piperazine). RXN SMILES: [C:1]([O:5][C:6]([N:8]1[CH2:13][CH2:12][CH:11]([CH2:14][C:15]([OH:17])=O)[CH2:10][CH2:9]1)=[O:7])([CH3:4])([CH3:3])[CH3:2].Cl.[Cl:19][C:20]1[CH:21]=[C:22]2[C:27](=[CH:28][CH:29]=1)[CH:26]=[C:25]([S:30]([N:33]1[CH2:38][CH2:37][NH:36][CH2:35][CH2:34]1)(=[O:32])=[O:31])[CH:24]=[CH:23]2>>[C:1]([O:5][C:6]([N:8]1[CH2:9][CH2:10][CH:11]([CH2:14][C:15]([N:36]2[CH2:35][CH2:34][N:33]([S:30]([C:25]3[CH:24]=[CH:23][C:22]4[C:27](=[CH:28][CH:29]=[C:20]([Cl:19])[CH:21]=4)[CH:26]=3)(=[O:32])=[O:31])[CH2:38][CH2:37]2)=[O:17])[CH2:12][CH2:13]1)=[O:7])([CH3:2])([CH3:3])[CH3:4] |f:1.2|. Reported procedure: In the same manner as in referential Example 12, a reaction was conducted using (1-tert-butoxycarbonylpiperidin -4-yl)acetic acid and 1-[(6-chloronaphthalen-2-yl)sulfonyl]piperazine hydrochloride as starting materials, whereby the title compound was obtained.